This data is from the Open Reaction Database (ORD), a public repository of structured organic reaction records. The task is: describe an organic reaction: reactants, conditions, products, and yield Reactants: [BH4-], CO, [Na+], N#CCc1c(-c2ccccc2)sc2ccccc12, c1ccccc1. Yields the product NCCc1c(-c2ccccc2)sc2ccccc12. As a reaction SMILES: [BH4-:19].[CH3:27][OH:28].[Na+:20].[c:1]1(-[c:7]2[c:8]([CH2:16][C:17]#[N:18])[c:9]3[c:10]([s:11]2)[cH:12][cH:13][cH:14][cH:15]3)[cH:2][cH:3][cH:4][cH:5][cH:6]1.[cH:21]1[cH:22][cH:23][cH:24][cH:25][cH:26]1>>[c:1]1(-[c:7]2[c:8]([CH2:16][CH2:17][NH2:18])[c:9]3[c:10]([s:11]2)[cH:12][cH:13][cH:14][cH:15]3)[cH:2][cH:3][cH:4][cH:5][cH:6]1. Reactants: C(C)OC(CN(S(=O)(=O)C1=CC=C(C=C1)N1CCC(CC1)=O)CCCC)=O ({butyl-[4-(4-oxo-piperidin-1-yl)-benzenesulfonyl]-amino}-acetic acid ethyl ester), NC[C@H](O)C=1C=CC(=C(C1)NS(=O)(=O)C)O ((R)-N-[5-(2-amino-1-hydroxy-ethyl)-2-hydroxy-phenyl}-methanesulfonamide). Yields the product C(C)OC(CN(S(=O)(=O)C1=CC=C(C=C1)N1CCC(CC1)NC[C@@H](C1=CC(=C(C=C1)O)NS(=O)(=O)C)O)CCCC)=O ([Butyl-(4-{4-[(2R)-2-hydroxy-2-(4-hydroxy-3-methanesulfonylamino-phenyl)-ethylamino]-piperidin-1-yl}-benzenesulfonyl)-amino]-acetic acid ethyl ester), light yellow solid. RXN SMILES: [CH2:1]([O:3][C:4](=[O:27])[CH2:5][N:6]([CH2:23][CH2:24][CH2:25][CH3:26])[S:7]([C:10]1[CH:15]=[CH:14][C:13]([N:16]2[CH2:21][CH2:20][C:19](=O)[CH2:18][CH2:17]2)=[CH:12][CH:11]=1)(=[O:9])=[O:8])[CH3:2].[NH2:28][CH2:29][C@@H:30]([C:32]1[CH:33]=[CH:34][C:35]([OH:43])=[C:36]([NH:38][S:39]([CH3:42])(=[O:41])=[O:40])[CH:37]=1)[OH:31]>>[CH2:1]([O:3][C:4](=[O:27])[CH2:5][N:6]([CH2:23][CH2:24][CH2:25][CH3:26])[S:7]([C:10]1[CH:15]=[CH:14][C:13]([N:16]2[CH2:17][CH2:18][CH:19]([NH:28][CH2:29][C@H:30]([OH:31])[C:32]3[CH:33]=[CH:34][C:35]([OH:43])=[C:36]([NH:38][S:39]([CH3:42])(=[O:41])=[O:40])[CH:37]=3)[CH2:20][CH2:21]2)=[CH:12][CH:11]=1)(=[O:8])=[O:9])[CH3:2]. Reported procedure: The title compound was prepared according to the procedure of Example 1 from 1.03 g (2.6 mmol) of Reference Example 43, {butyl-[4-(4-oxo-piperidin-1-yl)-benzenesulfonyl]-amino}-acetic acid ethyl ester, and 0.77 g (3.1 mmol) of (R)-N-[5-(2-amino-1-hydroxy-ethyl)-2-hydroxy-phenyl}-methanesulfonamide, yielding 1.05 g of a light yellow solid; m.p. 94-95° C.; MS (ES) m/z 627.2 (MH+); HRMS (ES) Calcd. for C28H43N4O8S2 (MH+): 627.2517, Found: 627.2505.